This data is from the Open Reaction Database (ORD), a public repository of structured organic reaction records. The task is: describe an organic reaction: reactants, conditions, products, and yield The reactants are C(C)(CC)C=1C(=C(C=O)C=C(C1)C=CC(=O)C1=CC=C(C=C1)Cl)O (3-sec-butyl-5-(3-(4-chlorophenyl)-3-oxoprop-1-enyl)-2-hydroxybenzaldehyde), C(C)(CC)C=1C(=C(C=O)C=C(C1)\C=C\C(C1=CC=C(C=C1)C)=O)O ((E)-3-sec-butyl-2-hydroxy-5-(3-oxo-3-p-tolylprop-1-enyl)benzaldehyde), C(CC(=O)OCC)(=O)OCC (diethyl malonate), N1=CC=CC=C1 (pyridine). Run in O1CCCC1 (tetrahydrofuran). The product is C(C)(CC)C=1C=C(C=C2C=C(C(OC12)=O)C(=O)OC)C=CC(=O)C1=CC=C(C=C1)Cl (methyl 8-sec-butyl-6-(3-(4-chlorophenyl)-3-oxoprop-1-enyl)-2-oxo-2H-chromene-3-carboxylate). RXN SMILES: [CH:1]([C:5]1[C:6]([OH:24])=[C:7]([CH:10]=[C:11]([CH:13]=[CH:14][C:15]([C:17]2[CH:22]=[CH:21][C:20]([Cl:23])=[CH:19][CH:18]=2)=[O:16])[CH:12]=1)C=O)([CH2:3][CH3:4])[CH3:2].[CH:25](C1C(O)=C(C=C(/C=C/C(=O)C2C=CC(C)=CC=2)C=1)C=O)(CC)C.[C:49]([O:57][CH2:58]C)(=[O:56])[CH2:50][C:51]([O:53]CC)=O.N1C=CC=CC=1>O1CCCC1>[CH:1]([C:5]1[CH:12]=[C:11]([CH:13]=[CH:14][C:15]([C:17]2[CH:22]=[CH:21][C:20]([Cl:23])=[CH:19][CH:18]=2)=[O:16])[CH:10]=[C:7]2[C:6]=1[O:24][C:51](=[O:53])[C:50]([C:49]([O:57][CH3:58])=[O:56])=[CH:25]2)([CH2:3][CH3:4])[CH3:2]. Procedure: A solution of 3-sec-butyl-5-(3-(4-chlorophenyl)-3-oxoprop-1-enyl)-2-hydroxybenzaldehyde of formula III (0.5 g, 1.46 mmol), diethyl malonate (0.23 g, 1.46 mmol) in tetrahydrofuran (20 mL) was treated with pyridine (0.4 mL) and refluxed. Most of the excess solvent was evaporated under reduced pressure, and the residue was neutralized with dilute HCl (2 N). To this residue water (30 mL) was added and extracted 3-fold with 25 mL of CHCl3. The combined organic layers were dried on Na2SO4, filtered, a... Reactants: FC(C=1C=C(C=C(C1)C(F)(F)F)C(C(=O)Cl)(C)C)(F)F (2-(3,5-bis-trifluoromethyl-phenyl)-2-methyl-propionyl chloride), CNC1=C(C=NC=C1)C1=C(C=CC=C1)C (methyl-(3-o-tolyl-pyridin-4-yl)-amine), C[Si]([N-][Si](C)(C)C)(C)C.[K+] (potassium hexamethyldisilazide), C(C)(=O)OCC (ethyl acetate). The solvent is O1CCCC1 (tetrahydrofuran), CN(C=O)C (N,N-dimethylformamide), O1CCCC1 (tetrahydrofuran). Run at temperature 0 celsius, time 1 hour. Product: FC(C=1C=C(C=C(C1)C(F)(F)F)C(C(=O)N(C1=C(C=NC=C1)C1=C(C=CC=C1)C)C)(C)C)(F)F (2-(3,5-Bis-trifluoromethyl-phenyl)-N-methyl-N-(3-o-tolyl-pyridin-4-yl)-isobutyramide). Isolated yield 61.9%. As a reaction SMILES: [CH3:1][NH:2][C:3]1[CH:8]=[CH:7][N:6]=[CH:5][C:4]=1[C:9]1[CH:14]=[CH:13][CH:12]=[CH:11][C:10]=1[CH3:15].C[Si](C)(C)[N-][Si](C)(C)C.[K+].[F:26][C:27]([F:45])([F:44])[C:28]1[CH:29]=[C:30]([C:38]([CH3:43])([CH3:42])[C:39](Cl)=[O:40])[CH:31]=[C:32]([C:34]([F:37])([F:36])[F:35])[CH:33]=1.C(OCC)(=O)C>CN(C)C=O.O1CCCC1>[F:26][C:27]([F:45])([F:44])[C:28]1[CH:29]=[C:30]([C:38]([CH3:43])([CH3:42])[C:39]([N:2]([CH3:1])[C:3]2[CH:8]=[CH:7][N:6]=[CH:5][C:4]=2[C:9]2[CH:14]=[CH:13][CH:12]=[CH:11][C:10]=2[CH3:15])=[O:40])[CH:31]=[C:32]([C:34]([F:37])([F:36])[F:35])[CH:33]=1 |f:1.2|. Procedure: To a solution of 140 mg (0.71 mmol) methyl-(3-o-tolyl-pyridin-4-yl)-amine in 1 ml N,N-dimethylformamide at 0° C. were added dropwise 0.71 ml (0.71 mmol) of 1 M potassium hexamethyldisilazide solution in tetrahydrofuran. Stirring was continued for 1 h at room temperature and the reaction mixture was cooled to 0° C. again. At this temperature, a solution of 270 mg (0.85 mmol) 2-(3,5-bis-trifluoromethyl-phenyl)-2-methyl-propionyl chloride in 0.5 ml tetrahydrofuran was added. After stirring for 18 h... Reactants: C(C1=CC=CC=C1)OC(=O)NNC(=O)C(CCCCl)C1CCN(CC1)C(=O)OC(C)(C)C (tert-butyl 4-[1-(N′-benzyloxycarbonyl-hydrazinocarbonyl)-4-chlorobutan-1-yl]piperidine-1-carboxylate). Reagents/catalysts: [C].[Pd] (palladium-carbon). Run in CO (methanol). Conditions: time 4.5 hour. The product is ClCCCC(C(=O)NN)C1CCN(CC1)C(=O)OC(C)(C)C (tert-butyl 4-[4-chloro-1-hydrazinocarbonyl-butan-1-yl]piperidine-1-carboxylate). Yield: 100.1%. As a reaction SMILES: C(OC([NH:11][NH:12][C:13]([CH:15]([CH:20]1[CH2:25][CH2:24][N:23]([C:26]([O:28][C:29]([CH3:32])([CH3:31])[CH3:30])=[O:27])[CH2:22][CH2:21]1)[CH2:16][CH2:17][CH2:18][Cl:19])=[O:14])=O)C1C=CC=CC=1>CO.[C].[Pd]>[Cl:19][CH2:18][CH2:17][CH2:16][CH:15]([CH:20]1[CH2:25][CH2:24][N:23]([C:26]([O:28][C:29]([CH3:32])([CH3:31])[CH3:30])=[O:27])[CH2:22][CH2:21]1)[C:13]([NH:12][NH2:11])=[O:14] |f:2.3|. Reported procedure: 10% palladium-carbon (50% wet, 200 mg) was added to a solution of tert-butyl 4-[1-(N′-benzyloxycarbonyl-hydrazinocarbonyl)-4-chlorobutan-1-yl]piperidine-1-carboxylate (928 mg) in methanol (15 ml), and the reaction solution was hydrogenated at normal pressure at room temperature for 4.5 hours. The catalyst is removed by filtration and the filtrate is concentrated under reduced pressure to obtain 663 mg of the title compound. The property value of the compound is as follows. Product: FC\1(CCN(C2=C(/C1=C/C(=O)O)C=CC=C2)C(C2=CC=C(C=C2)NC(C2=C(C=CC=C2)C2=CC=CC=C2)=O)=O)F ((Z)-[4,4-difluoro-1-[4-(2-phenylbenzoylamino)benzoyl]-2,3,4,5-tetrahydro-1H-1-benzazepin-5-ylidene]acetic acid). The yield is 75.8%. Solvent: CO (methanol). RXN SMILES: [F:1][C:2]1([F:41])[CH2:3][CH2:4][N:5]([C:18](=[O:40])[C:19]2[CH:24]=[CH:23][C:22]([NH:25][C:26](=[O:39])[C:27]3[CH:32]=[CH:31][CH:30]=[CH:29][C:28]=3[C:33]3[CH:38]=[CH:37][CH:36]=[CH:35][CH:34]=3)=[CH:21][CH:20]=2)[C:6]2[CH:17]=[CH:16][CH:15]=[CH:14][C:7]=2/[C:8]/1=[CH:9]/[C:10]([O:12]C)=[O:11].O.[OH-].[Li+]>CO>[F:41][C:2]1([F:1])[CH2:3][CH2:4][N:5]([C:18](=[O:40])[C:19]2[CH:24]=[CH:23][C:22]([NH:25][C:26](=[O:39])[C:27]3[CH:32]=[CH:31][CH:30]=[CH:29][C:28]=3[C:33]3[CH:34]=[CH:35][CH:36]=[CH:37][CH:38]=3)=[CH:21][CH:20]=2)[C:6]2[CH:17]=[CH:16][CH:15]=[CH:14][C:7]=2/[C:8]/1=[CH:9]/[C:10]([OH:12])=[O:11] |f:1.2.3|. The reactants are aqueous solution, O.[OH-].[Li+] (lithium hydroxide monohydrate), FC\1(CCN(C2=C(/C1=C/C(=O)OC)C=CC=C2)C(C2=CC=C(C=C2)NC(C2=C(C=CC=C2)C2=CC=CC=C2)=O)=O)F (Methyl (Z)-[4,4-difluoro-1-[4-(2phenylbenzoylamino)benzoyl]-2,3,4,5-tetrahydro-1H-1-benzazepin-5-ylidene]acetate). Run at time 7 hour. Reported procedure: Methyl (Z)-[4,4-difluoro-1-[4-(2phenylbenzoylamino)benzoyl]-2,3,4,5-tetrahydro-1H-1-benzazepin-5-ylidene]acetate (857 mg) was dissolved in 10 ml of methanol, 2 ml of aqueous solution containing 195 mg of lithium hydroxide monohydrate was added dropwise to the above solution under ice-cooling, and the mixture was stirred at room temperature for 7 hours. After evaporating the solvent under a reduced pressure, 1N hydrochloric acid aqueous solution was added, and the mixture was extracted with chlor... Starting materials: CS(=O)(=O)Cl, CCOC(C)=O, CC(C)C(NC(=O)Cn1c(-c2ccc(F)cc2)ncc(N)c1=O)C(=O)C(F)(F)F, C1CCOC1, c1ccncc1. Product: CC(C)C(NC(=O)Cn1c(-c2ccc(F)cc2)ncc(NS(C)(=O)=O)c1=O)C(=O)C(F)(F)F. RXN SMILES: [CH3:36][S:37](=[O:38])(=[O:39])[Cl:40].[CH3:41][CH2:42][O:43][C:44](=[O:45])[CH3:46].[NH2:1][c:2]1[cH:3][n:4][c:5](-[c:23]2[cH:24][cH:25][c:26]([F:29])[cH:27][cH:28]2)[n:6]([CH2:9][C:10](=[O:11])[NH:12][CH:13]([C:14]([C:15]([F:16])([F:17])[F:18])=[O:19])[CH:20]([CH3:21])[CH3:22])[c:7]1=[O:8].[O:47]1[CH2:48][CH2:49][CH2:50][CH2:51]1.[cH:30]1[cH:31][cH:32][n:33][cH:34][cH:35]1>>[NH:1]([c:2]1[cH:3][n:4][c:5](-[c:23]2[cH:24][cH:25][c:26]([F:29])[cH:27][cH:28]2)[n:6]([CH2:9][C:10](=[O:11])[NH:12][CH:13]([C:14]([C:15]([F:16])([F:17])[F:18])=[O:19])[CH:20]([CH3:21])[CH3:22])[c:7]1=[O:8])[S:37]([CH3:36])(=[O:38])=[O:39].